Task: describe an organic reaction: reactants, conditions, products, and yield. Dataset: the Open Reaction Database (ORD), a public repository of structured organic reaction records Starting materials: CC1=NC(=CC(=C1)Cl)Cl (2-Methyl-4,6-dichloropyridine), N1CCOCC1 (Morpholine). The solvent is ClCCl (dichloromethane), ClCCl (dichloromethane). Conditions: temperature -78 celsius, time 8 hour. The product is CC1=NC(=CC(=C1)Cl)N1CCOCC1 (2-methyl-4-chloro-6-morpholino-pyridine). As a reaction SMILES: [CH3:1][C:2]1[CH:7]=[C:6]([Cl:8])[CH:5]=[C:4](Cl)[N:3]=1.[NH:10]1[CH2:15][CH2:14][O:13][CH2:12][CH2:11]1>ClCCl>[CH3:1][C:2]1[CH:7]=[C:6]([Cl:8])[CH:5]=[C:4]([N:10]2[CH2:15][CH2:14][O:13][CH2:12][CH2:11]2)[N:3]=1. Reported procedure: 2-Methyl-4,6-dichloropyridine (256 mmol) is dissolved in dichloromethane (200 mL) and chilled to −78° C. in an inert atmosphere. Morpholine (550 mol) dissolved in dichloromethane (100 mL) is added slowly. The reaction is allowed to warm to room temperature while stirring overnight. The organic layer is washed with saturated ammonium chloride (2×100 mL), dried with sodium sulfate, and evaporated to give 2-methyl-4-chloro-6-morpholino-pyridine. The reactants are ClC1=C2NC(=NC2=NC=N1)CCCC (6-chloro-8-butyl purine), C(C)(C)(C)OC(=O)C=1C(=CC=CC1)C1=CC=C(C=C1)CBr (t-Butyl-4-bromomethylbiphenyl-2'-carboxylate). The product is C(CCC)C=1N(C2=NC=NC(=C2N1)Cl)CC1=CC=C(C=C1)C1=C(C=CC=C1)C(=O)OC(C)(C)C (8-Butyl-6-Chloro-9-(2'-t-butoxycarbonylbiphen-4-yl)methylpurine), foam. The yield is 60.0%. RXN SMILES: [Cl:1][C:2]1[N:10]=[CH:9][N:8]=[C:7]2[C:3]=1[NH:4][C:5]([CH2:11][CH2:12][CH2:13][CH3:14])=[N:6]2.[C:15]([O:19][C:20]([C:22]1[C:23]([C:28]2[CH:33]=[CH:32][C:31]([CH2:34]Br)=[CH:30][CH:29]=2)=[CH:24][CH:25]=[CH:26][CH:27]=1)=[O:21])([CH3:18])([CH3:17])[CH3:16]>>[CH2:11]([C:5]1[N:6]([CH2:34][C:31]2[CH:32]=[CH:33][C:28]([C:23]3[CH:24]=[CH:25][CH:26]=[CH:27][C:22]=3[C:20]([O:19][C:15]([CH3:18])([CH3:17])[CH3:16])=[O:21])=[CH:29][CH:30]=2)[C:7]2[C:3]([N:4]=1)=[C:2]([Cl:1])[N:10]=[CH:9][N:8]=2)[CH2:12][CH2:13][CH3:14]. Reported procedure: The titled compound was prepared by the alkylation of 6-chloro-8-butyl purine (0.063 g, 0.3 mmol) with t-Butyl-4-bromomethylbiphenyl-2'-carboxylate (0.104 g, 0.3 mmol) according to the procedure described in Step 3 of Example 12. After flash-chromatographic purification of the crude product using ethyl acetate-hexane (1:1), the product was obtained as a foam (0.085 g, 60%). Yield: 62.7%. As a reaction SMILES: [N:1]1([C:7]2[N:8]=[C:9]([CH2:14][C:15]([O-:17])=O)[NH:10][C:11](=[O:13])[CH:12]=2)[CH2:6][CH2:5][O:4][CH2:3][CH2:2]1.[Na+].[F:19][C:20]1[CH:26]=[C:25]([F:27])[C:24]([F:28])=[CH:23][C:21]=1[NH2:22]>>[N:1]1([C:7]2[N:8]=[C:9]([CH2:14][C:15]([NH:22][C:21]3[CH:23]=[C:24]([F:28])[C:25]([F:27])=[CH:26][C:20]=3[F:19])=[O:17])[NH:10][C:11](=[O:13])[CH:12]=2)[CH2:2][CH2:3][O:4][CH2:5][CH2:6]1 |f:0.1|. Reported procedure: The product is prepared according to the procedure described in Example 5, using 260 mg of sodium [4-(morpholin-4-yl)-6-oxo-1,6-dihydropyrimidin-2-yl]acetate and 294 mg of 2,4,5-trifluoroaniline in place of the 2,4-difluoroaniline. 230 mg of 2-[4-(morpholin-4-yl)-6-oxo-1,6-dihydropyrimidin-2-yl]-N-(2,4,5-trifluorophenyl)acetamide are obtained in the form of a white solid, the characteristics of which are the following: Starting materials: N1(CCOCC1)C=1N=C(NC(C1)=O)CC(=O)[O-].[Na+] (sodium [4-(morpholin-4-yl)-6-oxo-1,6-dihydropyrimidin-2-yl]acetate), FC1=C(N)C=C(C(=C1)F)F (2,4,5-trifluoroaniline). Product: N1(CCOCC1)C=1N=C(NC(C1)=O)CC(=O)NC1=C(C=C(C(=C1)F)F)F (2-[4-(morpholin-4-yl)-6-oxo-1,6-dihydropyrimidin-2-yl]-N-(2,4,5-trifluorophenyl)acetamide). Conditions: time 2 hour. The solvent is FC(C(=O)O)(F)F (trifluoroacetic acid), FC(C(=O)O)(F)F (trifluoroacetic acid). Isolated yield 83.6%. The product is NC1=NC(=CC=2N1N=C(N2)C=2OC=CC2)Cl (5-Amino-7-chloro-2-(2-furyl)[1,2,4]triazolo[1,5-c]pyrimidine). The reactants are ClC1=CC=2N(C(=N1)NCC1=CC(=C(C=C1)OC)OC)N=C(N2)C=2OC=CC2 (7-Chloro-5-(3,4-dimethoxybenzylamino)-2-(2-furyl)[1,2,4]triazolo[1,5-c]pyrimidine), FC(S(=O)(=O)O)(F)F (trifluoromethanesulfonic acid), C1(=CC=CC=C1)OC (anisole). Reaction SMILES: [Cl:1][C:2]1[N:7]=[C:6]([NH:8]CC2C=CC(OC)=C(OC)C=2)[N:5]2[N:20]=[C:21]([C:23]3[O:24][CH:25]=[CH:26][CH:27]=3)[N:22]=[C:4]2[CH:3]=1.FC(F)(F)S(O)(=O)=O.C1(OC)C=CC=CC=1>FC(F)(F)C(O)=O>[NH2:8][C:6]1[N:5]2[N:20]=[C:21]([C:23]3[O:24][CH:25]=[CH:26][CH:27]=3)[N:22]=[C:4]2[CH:3]=[C:2]([Cl:1])[N:7]=1. Procedure: Into 260 mL of trifluoroacetic acid, 50.0 g (130 mmol) of Compound D was dissolved, and 50 g (333 mmol) of trifluoromethanesulfonic acid and 42 mL (390 mmol) of anisole were added thereto, followed by stirring at room temperature for about 2 hours. After completion of the reaction, trifluoroacetic acid was evaporated under reduced pressure, and the residue was poured into ice-water. The mixture was adjusted to be alkaline with a 2 mol/L aqueous sodium hydroxide solution. The precipitated solid w... Starting materials: CC1=C(N)C=CC(=C1)C (2,4-dimethylaniline), C(C)(=O)O (acetic acid), BrBr (bromine). Reaction conditions: time 20 minute. Product: BrC1=C(N)C(=CC(=C1)C)C (2-Bromo-4,6-dimethylaniline). Reaction SMILES: [CH3:1][C:2]1[CH:8]=[C:7]([CH3:9])[CH:6]=[CH:5][C:3]=1[NH2:4].C(O)(=O)C.[Br:14]Br>>[Br:14][C:5]1[CH:6]=[C:7]([CH3:9])[CH:8]=[C:2]([CH3:1])[C:3]=1[NH2:4]. Reported procedure: To a solution of 50.0 g (0.413 mol) of 2,4-dimethylaniline in 1500 cm3 of glacial acetic acid 21.2 ml (65.6 g, 0.410 mol) of bromine was added dropwise while vigorously stirring for ca. 20 min. This mixture was stirred for 2 h at 40° C. The precipitate formed was filtered off, washed with 50 ml of acetic acid, and dried in air. Then, this white solid was added to a solution of 100 g of potassium hydroxide in 400 ml of water. This mixture was stirred for 30 min. The crude product was extracted wi... Reactants: C(C)(=O)O (acetic acid), C(C1=CC=NC=C1)(=O)OC (methyl isonicotinate), C[O-].[Na+] (sodium methoxide), CC(=O)C (acetone). Run in C(C)OCC (ethyl ether). Conditions: time 2 hour. Product: O=C(CC(C)=O)C1=CC=NC=C1 (4-(1,3-dioxobutyl)pyridine). Reaction SMILES: [C:1]([O:9]C)(=O)[C:2]1[CH:7]=[CH:6][N:5]=[CH:4][CH:3]=1.C[O-].[Na+].[CH3:14][C:15]([CH3:17])=[O:16].C(O)(=O)C>C(OCC)C>[O:9]=[C:1]([C:2]1[CH:3]=[CH:4][N:5]=[CH:6][CH:7]=1)[CH2:14][C:15](=[O:16])[CH3:17] |f:1.2|. Reported procedure: To a suspension of methyl isonicotinate (96.0 g, 0.7 mol) and sodium methoxide (45.4 g, 0.84 mol) in ethyl ether (1 l), acetone (81.3 g, 1.4 mol) was added dropwise at 25°~30° C. and stirring was continued for 2 hrs. under reflux. After cooling, acetic acid (50.4 g, 0.84 mol) was added to the reaction mixture, the organic layer was separated, washed twice with H2O, dried over anhydrous MgSO4 and evaporated. The residue (87.5 g) was distilled under reduced pressure to give the title compound as a... Reactants: N1=CC=CC=2CCCC(C12)NCCCCN1C(C2=CC=CC=C2C1=O)=O (2-[4-(5,6,7,8-tetrahydro-quinolin-8-ylamino)-butyl]-isoindole-1,3-dione), BrCC1=NC(=CC=C1)COC (2-bromomethyl-6-methoxymethyl-pyridine), CCN(C(C)C)C(C)C (DIPEA). Run in CC#N (CH3CN). The product is COCC1=CC=CC(=N1)CN(CCCCN1C(C2=CC=CC=C2C1=O)=O)C1CCCC=2C=CC=NC12 (2-{4-[(6-methoxymethyl-pyridin-2-ylmethyl)-(5,6,7,8-tetrahydro-quinolin-8-yl)-amino]-butyl}-isoindole-1,3-dione). RXN SMILES: [N:1]1[C:10]2[CH:9]([NH:11][CH2:12][CH2:13][CH2:14][CH2:15][N:16]3[C:24](=[O:25])[C:23]4[C:18](=[CH:19][CH:20]=[CH:21][CH:22]=4)[C:17]3=[O:26])[CH2:8][CH2:7][CH2:6][C:5]=2[CH:4]=[CH:3][CH:2]=1.Br[CH2:28][C:29]1[CH:34]=[CH:33][CH:32]=[C:31]([CH2:35][O:36][CH3:37])[N:30]=1.CCN(C(C)C)C(C)C>CC#N>[CH3:37][O:36][CH2:35][C:31]1[N:30]=[C:29]([CH2:28][N:11]([CH:9]2[C:10]3[N:1]=[CH:2][CH:3]=[CH:4][C:5]=3[CH2:6][CH2:7][CH2:8]2)[CH2:12][CH2:13][CH2:14][CH2:15][N:16]2[C:24](=[O:25])[C:23]3[C:18](=[CH:19][CH:20]=[CH:21][CH:22]=3)[C:17]2=[O:26])[CH:34]=[CH:33][CH:32]=1. Reported procedure: Using General Procedure A: Reaction of 2-[4-(5,6,7,8-tetrahydro-quinolin-8-ylamino)-butyl]-isoindole-1,3-dione, 2-bromomethyl-6-methoxymethyl-pyridine (Gillespie, R. J. et al. PCT Int. Appl. (2002), WO 2002055083), and DIPEA in CH3CN gave 2-{4-[(6-methoxymethyl-pyridin-2-ylmethyl)-(5,6,7,8-tetrahydro-quinolin-8-yl)-amino]-butyl}-isoindole-1,3-dione as a yellow oil. Deprotection with H2NNH2.H2O following General Procedure E gave the free base. Conversion to the HBr salt using General Procedure D ... Starting materials: C(=O)(C(F)(F)F)O (TFA), ClC1=C(C=CC=C1)SC=1C(=NC=C(C1)OC1=CC=C(C=C1)C=O)NC1=NC(=NS1)C1CCN(CC1)C(=O)OC(C)(C)C (Tert-butyl 4-(5-(3-(2-chlorophenylthio)-5-(4-formylphenoxy)pyridin-2-ylamino)-1,2,4-thiadiazol-3-yl)piperidine-1-carboxylate), C([O-])(O)=O.[Na+] (sodium bicarbonate). Solvent: C(Cl)Cl (methylene chloride). Run at time 30 minute. Yields the product ClC1=C(C=CC=C1)SC=1C=C(C=NC1NC1=NC(=NS1)C1CCNCC1)OC1=CC=C(C=O)C=C1 (4-(5-(2-chlorophenylthio)-6-(3-(piperidin-4-yl)-1,2,4-thiadiazol-5-ylamino)pyridin-3-yloxy)benzaldehyde). Isolated yield 100.3%. RXN SMILES: [Cl:1][C:2]1[CH:7]=[CH:6][CH:5]=[CH:4][C:3]=1[S:8][C:9]1[C:10]([NH:24][C:25]2[S:29][N:28]=[C:27]([CH:30]3[CH2:35][CH2:34][N:33](C(OC(C)(C)C)=O)[CH2:32][CH2:31]3)[N:26]=2)=[N:11][CH:12]=[C:13]([O:15][C:16]2[CH:21]=[CH:20][C:19]([CH:22]=[O:23])=[CH:18][CH:17]=2)[CH:14]=1.C(O)(C(F)(F)F)=O.C(=O)(O)[O-].[Na+]>C(Cl)Cl>[Cl:1][C:2]1[CH:7]=[CH:6][CH:5]=[CH:4][C:3]=1[S:8][C:9]1[CH:14]=[C:13]([O:15][C:16]2[CH:17]=[CH:18][C:19]([CH:22]=[O:23])=[CH:20][CH:21]=2)[CH:12]=[N:11][C:10]=1[NH:24][C:25]1[S:29][N:28]=[C:27]([CH:30]2[CH2:35][CH2:34][NH:33][CH2:32][CH2:31]2)[N:26]=1 |f:2.3|. Procedure: Tert-butyl 4-(5-(3-(2-chlorophenylthio)-5-(4-formylphenoxy)pyridin-2-ylamino)-1,2,4-thiadiazol-3-yl)piperidine-1-carboxylate (183 mg, 0.293 mmol) was dissolved in methylene chloride (1 mL) and TFA (1 mL) was added. After stirring for 30 minutes, the reaction was poured into saturated aqueous sodium bicarbonate. The mixture was extracted with methylene chloride and concentrated to afford 4-(5-(2-chlorophenylthio)-6-(3-(piperidin-4-yl)-1,2,4-thiadiazol-5-ylamino)pyridin-3-yloxy)benzaldehyde (154 m... Starting materials: C=CC=C (butadiene), C(CCCCCCCCCCC)S (n-dodecylmercaptan), [S] (sulfur), C1(\C=C/C(=O)O1)=O (maleic anhydride), N(=NC(C#N)(C)C)C(C#N)(C)C (azobisisobutyronitrile), [OH-].[Na+] (sodium hydroxide). Solvent: O (water), CC(=O)C (acetone). Conditions: time 6 hour. Product: C=CC=C.C(\C=C/C(=O)O)(=O)O (butadiene maleic acid). Reaction SMILES: [CH2:1]=[CH:2][CH:3]=[CH2:4].[C:5]1(=[O:11])[O:10][C:8](=[O:9])[CH:7]=[CH:6]1.N(C(C)(C)C#N)=NC(C)(C)C#N.C(S)CCCCCCCCCCC.[S].[OH-:38].[Na+]>O.CC(C)=O>[CH2:1]=[CH:2][CH:3]=[CH2:4].[C:5]([OH:10])(=[O:11])/[CH:6]=[CH:7]\[C:8]([OH:38])=[O:9] |f:5.6,9.10,^3:36|. Reported procedure: A polymerization was carried out at 70° C. for 6 hrs. using 54.1 g. of butadiene, 98.1 g. of maleic anhydride, 1.7 g. of azobisisobutyronitrile and 36.0 g. of n-dodecylmercaptan in 750 cc. of acetone. There was obtained 61.0 g. of a white copolymer with an intrinsic viscosity of 0.08. Proportion of the end dodecylthio group in the copolymer was found by the elementary analysis for sulfur to be 5.4%. A reaction was carried out at 80° C. for 1 hr. using 16.1 g. of the copolymer, 6.0 g. of sodium h...